Task: describe an organic reaction: reactants, conditions, products, and yield. Dataset: the Open Reaction Database (ORD), a public repository of structured organic reaction records Starting materials: ClCC(=O)NCNC(C=C)=O (N-chloroacetamidomethyl acrylamide), CN(C(C=C)=O)C (N,N-dimethyl acrylamide), OO (hydrogen peroxide). Solvent: CO (methanol). Yields the product ClCC(=O)NCNC(C=C)=O.CN(C(C=C)=O)C (N-chloroacetamidomethyl acrylamide N,N-dimethyl acrylamide). Reaction SMILES: [Cl:1][CH2:2][C:3]([NH:5][CH2:6][NH:7][C:8](=[O:11])[CH:9]=[CH2:10])=[O:4].[CH3:12][N:13]([CH3:18])[C:14](=[O:17])[CH:15]=[CH2:16].OO>CO>[Cl:1][CH2:2][C:3]([NH:5][CH2:6][NH:7][C:8](=[O:11])[CH:9]=[CH2:10])=[O:4].[CH3:12][N:13]([CH3:18])[C:14](=[O:17])[CH:15]=[CH2:16] |f:4.5|. Procedure details: 21 g of N-chloroacetamidomethyl acrylamide, 14 g of N,N-dimethyl acrylamide, 850 g of methanol and 42 ml of a 33% hydrogen peroxide solution are placed in a Hanovia-type photochemical reactor equipped with a 100 W medium pressure lamp. The reactants are C(=O)(C(F)(F)F)O (TFA), C(C)(C)(C)OC(N[C@@H]([C@@H](CO)O)C1=CC2=CC=CC=C2C=C1)=O ((1R,2S)-(2,3-dihydroxy-1-naphthalen-2-yl-propyl)-carbamic acid tert-butyl ester). Solvent: C(Cl)Cl (methylene chloride). The product is N[C@@H]([C@@H](CO)O)C1=CC2=CC=CC=C2C=C1 ((3R,2S)-3-Amino-3-naphthalen-2-yl-propane-1.2-diol). Isolated yield 93.4%. RXN SMILES: C(O)(C(F)(F)F)=O.C(OC(=O)[NH:14][C@H:15]([C:20]1[CH:29]=[CH:28][C:27]2[C:22](=[CH:23][CH:24]=[CH:25][CH:26]=2)[CH:21]=1)[C@H:16]([OH:19])[CH2:17][OH:18])(C)(C)C>C(Cl)Cl>[NH2:14][C@H:15]([C:20]1[CH:29]=[CH:28][C:27]2[C:22](=[CH:23][CH:24]=[CH:25][CH:26]=2)[CH:21]=1)[C@H:16]([OH:19])[CH2:17][OH:18]. Procedure: A solution of TFA (5 mL) and (1R,2S)-(2,3-dihydroxy-1-naphthalen-2-yl-propyl)-carbamic acid tert-butyl ester (1.72 g) in methylene chloride (15 mL) was stirred for 2 h. After concentration, the residue was neutralized with 10 N NaOH and extracted with methylene chloride. The combined organic layer was washed with brine, dried over Na2SO4, and concentrated in vacuo to give the title compound as a solid (1.1 g). Starting materials: IC=1C=CC=2N(N1)C=C(N2)NC(=O)C2CC2 (N-(6-iodoimidazo[1,2-b]pyridazin-2-yl)cyclopropanecarboxamide), NC=1C=CC(=C(C1)O)OC (5-amino-2-methoxyphenol), C([O-])([O-])=O.[K+].[K+] (potassium carbonate). The solvent is CN(C=O)C (N,N-dimethylformamide). Product: NC=1C=CC(=C(OC=2C=CC=3N(N2)C=C(N3)NC(=O)C3CC3)C1)OC (N-[6-(5-amino-2-methoxyphenoxy)imidazo[1,2-b]pyridazin-2-yl]cyclopropanecarboxamide). Isolated yield 36.1%. RXN SMILES: I[C:2]1[CH:3]=[CH:4][C:5]2[N:6]([CH:8]=[C:9]([NH:11][C:12]([CH:14]3[CH2:16][CH2:15]3)=[O:13])[N:10]=2)[N:7]=1.[NH2:17][C:18]1[CH:19]=[CH:20][C:21]([O:25][CH3:26])=[C:22]([OH:24])[CH:23]=1.C(=O)([O-])[O-].[K+].[K+]>CN(C)C=O>[NH2:17][C:18]1[CH:19]=[CH:20][C:21]([O:25][CH3:26])=[C:22]([CH:23]=1)[O:24][C:2]1[CH:3]=[CH:4][C:5]2[N:6]([CH:8]=[C:9]([NH:11][C:12]([CH:14]3[CH2:16][CH2:15]3)=[O:13])[N:10]=2)[N:7]=1 |f:2.3.4|. Reported procedure: Using N-(6-iodoimidazo[1,2-b]pyridazin-2-yl)cyclopropanecarboxamide (800 mg, 2.44 mmol), 5-amino-2-methoxyphenol (408 mg, 2.93 mmol), potassium carbonate (843 mg, 6.10 mmol) and N,N-dimethylformamide (6.0 mL) as starting materials and in the same manner as in Example 91, the title compound (299 mg, 36%) was obtained as a brown powder. Reaction SMILES: CO[C:3]1[CH:12]=[C:11]2[C:6]([CH:7]=[CH:8][CH:9]=[C:10]2[CH2:13][O:14][NH:15][C:16](=[O:18])[CH3:17])=[CH:5][CH:4]=1.[CH3:19][O:20]C1C=CC2C(=CC=CC=2)C=1CON>>[CH3:19][O:20][C:9]1[CH:8]=[CH:7][C:6]2[C:11](=[CH:12][CH:3]=[CH:4][CH:5]=2)[C:10]=1[CH2:13][O:14][NH:15][C:16](=[O:18])[CH3:17]. Starting materials: COC1=CC=C2C=CC=C(C2=C1)CONC(C)=O (O-[(7-Methoxynaphth-1-yl)Methyl]-N-Acetylhydroxylamine), COC1=C(C2=CC=CC=C2C=C1)CON (O-[(2-methoxynaphth-1-yl)methyl]hydroxylamine). Procedure details: By carrying out the procedure in the same manner as for the synthesis of the compound of Example 1, but using the O-[(2-methoxynaphth-1-yl)methyl]hydroxylamine of preparation 6, the title compound is obtained. Product: COC1=C(C2=CC=CC=C2C=C1)CONC(C)=O (O-[(2-Methoxynaphth-1-yl)Methyl]-N-Acetylhydroxylamine).